describe an organic reaction: reactants, conditions, products, and yield From a dataset of the Open Reaction Database (ORD), a public repository of structured organic reaction records. Reactants: C(Cl)Cl.CCOC(=O)C (DCM EtOAc), FC1=CC=C2C(=NNC2=C1)C1CCNCC1 (4-(6-fluoro-1H-indazol-3yl)piperidine), C(=O)(O)[O-].[Na+] (NaHCO3), ClCC#N (chloroacetonitrile). The solvent is C(C)#N (acetonitrile). Product: C(\C=C/C(=O)O)(=O)O.FC=1C=C2C(C(=O)N(C2=O)CCN2CCC(CC2)C2=NNC3=CC(=CC=C23)F)=CC1 (4-Fluoro-N-[2-[4-(6-fluoro-1H-indazol-3-yl)-1-piperidinyl]ethyl]phthalimide maleate). RXN SMILES: [F:1][C:2]1[CH:10]=[C:9]2[C:5]([C:6]([CH:11]3[CH2:16][CH2:15][NH:14][CH2:13][CH2:12]3)=[N:7][NH:8]2)=[CH:4][CH:3]=1.[C:17]([O-:20])([OH:19])=O.[Na+].Cl[CH2:23][C:24]#[N:25].C(Cl)Cl.CC[O:31][C:32]([CH3:34])=[O:33]>C(#N)C>[C:32]([OH:33])(=[O:31])/[CH:23]=[CH:24]\[C:17]([OH:20])=[O:19].[F:1][C:2]1[CH:3]=[C:4]2[C:17](=[O:20])[N:25]([CH2:24][CH2:23][N:14]3[CH2:15][CH2:16][CH:11]([C:6]4[C:5]5[C:9](=[CH:10][C:2]([F:1])=[CH:3][CH:4]=5)[NH:8][N:7]=4)[CH2:12][CH2:13]3)[C:32](=[O:33])[C:34]2=[CH:9][CH:10]=1 |f:1.2,4.5,7.8|. Procedure details: To a stirred suspension of 4-(6-fluoro-1H-indazol-3yl)piperidine (4.95 g, 22.6 mmol) and NaHCO3 (2.1 g, 24.9 mmol) in dry acetonitrile (110 ml) was added chloroacetonitrile (1.6 ml, 24.9 mmol) at room temperature, under nitrogen. The suspension was warmed to reflux for 22.5 hours, cooled to room temperature, and subsequently filtered. The remaining solids were washed with DCM and the combined filtrates were concentrated. The resulting brown oil was dissolved into EtOAc and washed with water. The... The reactants are CC1(C(N(C(C2=CC=CC=C12)=O)CCCNCCCN1C(C2=CC=CC=C2C(C1=O)(C)C)=O)=O)C (N,N-bis-[3-(3,4-dihydro-4,4-dimethyl-1,3-dioxo-2(1H)-isoquinolyl)-propyl]-amine), C(CCCCC)Br (n-hexyl bromide), C(\C=C\C(=O)[O-])(=O)[O-] (fumarate). Yields the product CC1(C(N(C(C2=CC=CC=C12)=O)CCCN(CCCN1C(C2=CC=CC=C2C(C1=O)(C)C)=O)CCCCCC)=O)C (N,N-Bis-[3-(3,4-dihydro-4,4-dimethyl-1,3-dioxo-2(1H)-isoquinolyl)-propyl]-n-hexylamine). As a reaction SMILES: [CH3:1][C:2]1([CH3:35])[C:11]2[C:6](=[CH:7][CH:8]=[CH:9][CH:10]=2)[C:5](=[O:12])[N:4]([CH2:13][CH2:14][CH2:15][NH:16][CH2:17][CH2:18][CH2:19][N:20]2[C:29](=[O:30])[C:28]([CH3:32])([CH3:31])[C:27]3[C:22](=[CH:23][CH:24]=[CH:25][CH:26]=3)[C:21]2=[O:33])[C:3]1=[O:34].[CH2:36](Br)[CH2:37][CH2:38][CH2:39][CH2:40][CH3:41].C([O-])(=O)/C=C/C([O-])=O>>[CH3:32][C:28]1([CH3:31])[C:27]2[C:22](=[CH:23][CH:24]=[CH:25][CH:26]=2)[C:21](=[O:33])[N:20]([CH2:19][CH2:18][CH2:17][N:16]([CH2:36][CH2:37][CH2:38][CH2:39][CH2:40][CH3:41])[CH2:15][CH2:14][CH2:13][N:4]2[C:3](=[O:34])[C:2]([CH3:35])([CH3:1])[C:11]3[C:6](=[CH:7][CH:8]=[CH:9][CH:10]=3)[C:5]2=[O:12])[C:29]1=[O:30]. Procedure details: N,N-Bis-[3-(3,4-dihydro-4,4-dimethyl-1,3-dioxo-2(1H)-isoquinolyl)-propyl]-n-hexylamine was prepared analogous to Example 27 from 2.6 gm of N,N-bis-[3-(3,4-dihydro-4,4-dimethyl-1,3-dioxo-2(1H)-isoquinolyl)-propyl]-amine and 1 gm of n-hexyl bromide. M.p. of the fumarate: 137°-138° C; yield: 1.7 gm (50% of theory). Starting materials: Cc1cc(OCc2ccccc2)ccc1C=O, C1COCCO1, [O-][Cl+][O-], Cl, NS(=O)(=O)O, [Na+], [Na+], [Na+], [Na+], O, O=P([O-])(O)O, O=S([O-])[O-]. Product: Cc1cc(OCc2ccccc2)ccc1C(=O)O. Reaction SMILES: [CH2:1]([c:2]1[cH:3][cH:4][cH:5][cH:6][cH:7]1)[O:8][c:9]1[cH:10][c:11]([CH3:17])[c:12]([CH:13]=[O:14])[cH:15][cH:16]1.[CH2:40]1[O:41][CH2:42][CH2:43][O:44][CH2:45]1.[Cl+:29]([O-:30])[O-:31].[ClH:39].[NH2:24][S:25](=[O:26])(=[O:27])[OH:28].[Na+:23].[Na+:32].[Na+:37].[Na+:38].[OH2:46].[P:18](=[O:19])([O-:20])([OH:21])[OH:22].[S:33]([O-:34])([O-:35])=[O:36]>>[CH2:1]([c:2]1[cH:3][cH:4][cH:5][cH:6][cH:7]1)[O:8][c:9]1[cH:10][c:11]([CH3:17])[c:12]([C:13](=[O:14])[OH:19])[cH:15][cH:16]1. The reactants are OP(=O)(O)[O-].[K+] (KH2PO4), CC(C)([O-])C.[K+] (Potassium t-butoxide), ClC1=CC(OC2=C(C(=CC=C12)OC)OC1CCCC1)=O (4-chloro-8-(cyclopentyloxy)-7-methoxy-2H-chromen-2-one), ClC1=C(N)C(=CC=C1C)Cl (2,6-dichloro-3-methylaniline). Run in CS(=O)C (DMSO). Conditions: time 14 hour. Yields the product C1(CCCC1)OC=1C(=CC=C2C(=CC(OC12)=O)NC1=C(C(=CC=C1Cl)C)Cl)OC (8-(cyclopentyloxy)-4-(2,6-dichloro-3-methylphenylamino)-7-methoxy-2H-chromen-2-one). As a reaction SMILES: CC(C)([O-])C.[K+].Cl[C:8]1[C:17]2[C:12](=[C:13]([O:20][CH:21]3[CH2:25][CH2:24][CH2:23][CH2:22]3)[C:14]([O:18][CH3:19])=[CH:15][CH:16]=2)[O:11][C:10](=[O:26])[CH:9]=1.[Cl:27][C:28]1[C:34]([CH3:35])=[CH:33][CH:32]=[C:31]([Cl:36])[C:29]=1[NH2:30].OP([O-])(O)=O.[K+]>CS(C)=O>[CH:21]1([O:20][C:13]2[C:14]([O:18][CH3:19])=[CH:15][CH:16]=[C:17]3[C:12]=2[O:11][C:10](=[O:26])[CH:9]=[C:8]3[NH:30][C:29]2[C:31]([Cl:36])=[CH:32][CH:33]=[C:34]([CH3:35])[C:28]=2[Cl:27])[CH2:25][CH2:24][CH2:23][CH2:22]1 |f:0.1,4.5|. Procedure: Potassium t-butoxide (35 mg, 0.3 mmol) was added to a solution of 4-chloro-8-(cyclopentyloxy)-7-methoxy-2H-chromen-2-one (29 mg, 0.1 mmol, Example 7, Step 1), 2,6-dichloro-3-methylaniline (26 mg, 0.15 mmol), and DMSO (1 mL). After 14 h, the reaction was poured into 1M KH2PO4 (20 mL), and extracted with ethyl acetate (20 mL×2). The combined extracts were dried, filtered, concentrated, and purified by silica gel chromatography (4:1→0:1; hexanes:ethyl acetate) to give 8-(cyclopentyloxy)-4-(2,6-dich... Reactants: [N+](=O)([O-])C1=C(C(C(=O)O)=CC(=C1)[N+](=O)[O-])O (3,5-dinitrosalicylic acid). Run in CO (methanol). Conditions: temperature 85 celsius, time 14 hour. Product: NC1=C(C(C(=O)O)=CC(=C1)N)O (3,5-diaminosalicylic acid). Isolated yield 117.3%. Reaction SMILES: [N+:1]([C:4]1[CH:12]=[C:11]([N+:13]([O-])=O)[CH:10]=[C:6]([C:7]([OH:9])=[O:8])[C:5]=1[OH:16])([O-])=O>CO>[NH2:1][C:4]1[CH:12]=[C:11]([NH2:13])[CH:10]=[C:6]([C:7]([OH:9])=[O:8])[C:5]=1[OH:16]. Procedure: In an autoclave, 20 g of the crude DNSA produced in the above Production Example 4 was dissolved in 150 mL methanol. The solution was degassed by purging nitrogen for 10 minutes, and slowly added with 19.5 g of 98% conc. sulfuric acid and then added with 250 mg of catalyst Pd/C. The autoclave was sealed and bubbled with hydrogen at a pressure of 7 kg/cm2 for further reacting about 12 to 16 hours. After hydrogen was no longer consumed, the pressure in the autoclave was released to normal pressure...